From a dataset of the Open Reaction Database (ORD), a public repository of structured organic reaction records. describe an organic reaction: reactants, conditions, products, and yield Starting materials: BrC=1C=C(C=CC1O)C=CC(=O)OCC (ethyl 3-(3-bromo-4-hydroxyphenyl)acrylate), COCOC=1C(=CC=2C(CCC(C2C1)(C)C)(C)C)B(O)O (3-methoxymethoxy-5,5,8,8-tetramethyl-5,6,7,8-tetrahydro-2-naphthylboronic acid). Yields the product OC1=C(C=C(C=C1)C=CC(=O)O)C1=CC=2C(CCC(C2C=C1OCOC)(C)C)(C)C (3-[4-hydroxy-3-(3-methoxymethoxy-5,5,8,8-tetramethyl-5,6,7,8-tetrahydro-2-naphthyl)phenyl]acrylic Acid). Isolated yield 9.9%. Reaction SMILES: Br[C:2]1[CH:3]=[C:4]([CH:9]=[CH:10][C:11]([O:13]CC)=[O:12])[CH:5]=[CH:6][C:7]=1[OH:8].[CH3:16][O:17][CH2:18][O:19][C:20]1[C:21](B(O)O)=[CH:22][C:23]2[C:24]([CH3:33])([CH3:32])[CH2:25][CH2:26][C:27]([CH3:31])([CH3:30])[C:28]=2[CH:29]=1>>[OH:8][C:7]1[CH:6]=[CH:5][C:4]([CH:9]=[CH:10][C:11]([OH:13])=[O:12])=[CH:3][C:2]=1[C:21]1[C:20]([O:19][CH2:18][O:17][CH3:16])=[CH:29][C:28]2[C:27]([CH3:31])([CH3:30])[CH2:26][CH2:25][C:24]([CH3:33])([CH3:32])[C:23]=2[CH:22]=1. Procedure details: In a manner similar to that of Example 1(c), by reaction of 1.0 g (3.7 mmol) of ethyl 3-(3-bromo-4-hydroxyphenyl)acrylate obtained in Example 34(d) with 1.6 g (5.5 mmol) of 3-methoxymethoxy-5,5,8,8-tetramethyl-5,6,7,8-tetrahydro-2-naphthylboronic acid obtained in Example 13(b), 150 mg (9%) of the expected compound were obtained in the form of a white solid having a melting point of 101°-103° C. The reactants are C(#C)C1CC1 (ethynylcyclopropane), [N+](=O)([O-])CC(=O)OCC (ethyl 2-nitroacetate), C1CN2CCN1CC2 (1,4-diazobicyclo[2.2.2]octane). Run in C(C)O (ethanol). The product is C1(CC1)C1=CC(=NO1)C(=O)OCC (ethyl 5-cyclopropylisoxazole-3-carboxylate). Isolated yield 92.2%. As a reaction SMILES: [C:1]([CH:3]1[CH2:5][CH2:4]1)#[CH:2].[N+:6]([CH2:9][C:10]([O:12][CH2:13][CH3:14])=[O:11])([O-])=[O:7].C1N2CCN(CC2)C1>C(O)C>[CH:3]1([C:1]2[O:7][N:6]=[C:9]([C:10]([O:12][CH2:13][CH3:14])=[O:11])[CH:2]=2)[CH2:5][CH2:4]1. Procedure: A solution of ethynylcyclopropane (0.40 mL; 4.58 mmol), ethyl 2-nitroacetate (1.30 mL; 11.46 mmol), and 1,4-diazobicyclo[2.2.2]octane (DABCO, 0.053 g; 0.458 mmol) in ethanol (3 mL) was irradiated in a microwave oven at 150° C. for 20 min and was then evaporated. The residue was dissolved in ethyl acetate and the solution was washed with water. The organic layer was evaporated and the residue was purified by flash chromatography on silica gel (eluent: 20 to 100% of dichloromethane in heptane) to ... Reaction conditions: time 10 hour. Yields the product O1C(CCC2=CC=CC=C12)O (chromanol). The solvent is C1(=CC=CC=C1)C (toluene). Procedure: A solution was prepared by dissolving 10 g (0.054 mole) of 1-hydroxy-2-acetonaphthone, 6.6 g (0.06 mole) of norcamphor and 8 g (0.113 mole) of pyrrolidine in 300 cc of toluene. The solution was boiled for 10 hours and water was separated. After termination of the reaction, toluene was removed under reduced pressure, and the remaining chromanone compound was crystallized with acetone. Then, the chromanone compound was dissolved in 200 cc of methanol, and sodium boron hydride was gradually added t... Reactants: CC(=O)C1=C(C2=CC=CC=C2C=C1)O (1-hydroxy-2-acetonaphthone), C1CC2CC1CC2=O (norcamphor), N1CCCC1 (pyrrolidine). As a reaction SMILES: CC([C:4]1[CH:13]=[CH:12][C:11]2[C:6](=[CH:7][CH:8]=[CH:9]C=2)[C:5]=1[OH:14])=O.C1C2CC(=[O:22])C(C2)C1.N1CCCC1>C1(C)C=CC=CC=1>[O:14]1[C:5]2[C:6](=[CH:11][CH:12]=[CH:13][CH:4]=2)[CH2:7][CH2:8][CH:9]1[OH:22].